Dataset: the Open Reaction Database (ORD), a public repository of structured organic reaction records. Task: describe an organic reaction: reactants, conditions, products, and yield Reactants: FC1=C(C=CC(=C1)F)C (2,4-difluorotoluene), [N+](=O)(O)[O-] (HNO3), ice. Solvent: OS(=O)(=O)O (H2SO4). Conditions: temperature 45 celsius, time 1 hour. The product is FC1=C(C(=CC(=C1)F)[N+](=O)[O-])C (1,5-difluoro-2-methyl-3-nitrobenzene). Isolated yield 62.0%. As a reaction SMILES: [F:1][C:2]1[CH:7]=[C:6]([F:8])[CH:5]=[CH:4][C:3]=1[CH3:9].[N+:10]([O-])([OH:12])=[O:11]>OS(O)(=O)=O>[F:1][C:2]1[CH:7]=[C:6]([F:8])[CH:5]=[C:4]([N+:10]([O-:12])=[O:11])[C:3]=1[CH3:9]. Reported procedure: To a stirred solution of 2,4-difluorotoluene (25.0 g, 195.3 mmol) in conc. H2SO4 (60 mL) was added fuming HNO3 (30 mL) drop wise at the rate that temperature was maintained between 40-50° C. over a period of 1.5 h. The reaction mixture was stirred at 40° C. for an additional 1 h. The reaction mixture was poured into ice-cold water (500 mL) and the solid precipitated was filtered and washed with water (2×50 mL). The solid residue was dissolved in EtOAc (200 mL), washed with aq. NaHCO3 (2×200 mL).... Reactants: CCO, CCOC(C)=O, Cc1ccc(C(=O)Nc2ccc(C)c(-c3nc(S(C)(=O)=O)nc4c3CNC(=O)N4c3c(F)cccc3F)c2)cc1F, [H-], [Na+]. Product: CCOc1nc(-c2cc(NC(=O)c3ccc(C)c(F)c3)ccc2C)c2c(n1)N(c1c(F)cccc1F)C(=O)NC2. RXN SMILES: [CH3:44][CH2:45][OH:46].[CH3:47][CH2:48][O:49][C:50]([CH3:51])=[O:52].[F:3][c:4]1[c:5]([N:11]2[C:12](=[O:43])[NH:13][CH2:14][c:15]3[c:16]2[n:17][c:18]([S:39]([CH3:40])(=[O:41])=[O:42])[n:19][c:20]3-[c:21]2[cH:22][c:23]([NH:28][C:29]([c:30]3[cH:31][c:32]([F:37])[c:33]([CH3:36])[cH:34][cH:35]3)=[O:38])[cH:24][cH:25][c:26]2[CH3:27])[c:6]([F:10])[cH:7][cH:8][cH:9]1.[H-:2].[Na+:1]>>[F:3][c:4]1[c:5]([N:11]2[C:12](=[O:43])[NH:13][CH2:14][c:15]3[c:16]2[n:17][c:18]([O:46][CH2:45][CH3:44])[n:19][c:20]3-[c:21]2[cH:22][c:23]([NH:28][C:29]([c:30]3[cH:31][c:32]([F:37])[c:33]([CH3:36])[cH:34][cH:35]3)=[O:38])[cH:24][cH:25][c:26]2[CH3:27])[c:6]([F:10])[cH:7][cH:8][cH:9]1. Starting materials: C(C=C)OC1(CCN(CC1)C1=C(C(=NC=2N1N=C(C2)CN(C2CC2)CC2=C(C=C(C=C2)F)CCC=C)C)[C@@H](C(=O)OCC)OC(C)(C)C)C ((S)-ethyl 2-(7-(4-(allyloxy)-4-methylpiperidin-1-yl)-2-(((2-(but-3-en-1-yl)-4-fluorobenzyl)(cyclopropyl)amino)methyl)-5-methylpyrazolo[1,5-a]pyrimidin-6-yl)-2-(tert-butoxy)acetate), II, [BH4-].[Na+] (NaBH4). Reagents/catalysts: catalyst. The solvent is C(Cl)Cl (DCM), O (water). Run at time 1 hour. Yields the product C(C)(C)(C)O[C@H](C(=O)OCC)C1=C2N3CCC(OCCCCCC=4C=C(C=CC4CN(CC4=NN2C(N=C1C)=C4)C4CC4)F)(CC3)C (ethyl (2S)-2-(tert-butoxy)-2-{11-cyclopropyl-16-fluoro-4,25-dimethyl-24-oxa-1,5,7,8,11-pentaazapentacyclo[23.2.2.16,9.02,7.013,18]triaconta-2,4,6(30),8,13(18),14,16-heptaen-3-yl}acetate). The yield is 80.6%. As a reaction SMILES: [CH2:1]([O:4][C:5]1([CH3:49])[CH2:10][CH2:9][N:8]([C:11]2[N:16]3[N:17]=[C:18]([CH2:20][N:21]([CH2:25][C:26]4[CH:31]=[CH:30][C:29]([F:32])=[CH:28][C:27]=4[CH2:33][CH2:34]C=C)[CH:22]4[CH2:24][CH2:23]4)[CH:19]=[C:15]3[N:14]=[C:13]([CH3:37])[C:12]=2[C@H:38]([O:44][C:45]([CH3:48])([CH3:47])[CH3:46])[C:39]([O:41][CH2:42][CH3:43])=[O:40])[CH2:7][CH2:6]1)[CH:2]=[CH2:3].[BH4-].[Na+]>C(Cl)Cl.O>[C:45]([O:44][C@@H:38]([C:12]1[C:13]([CH3:37])=[N:14][C:15]2=[CH:19][C:18]3=[N:17][N:16]2[C:11]=1[N:8]1[CH2:7][CH2:6][C:5]([CH3:49])([O:4][CH2:1][CH2:2][CH2:3][CH2:34][CH2:33][C:27]2[CH:28]=[C:29]([F:32])[CH:30]=[CH:31][C:26]=2[CH2:25][N:21]([CH:22]2[CH2:23][CH2:24]2)[CH2:20]3)[CH2:10][CH2:9]1)[C:39]([O:41][CH2:42][CH3:43])=[O:40])([CH3:46])([CH3:48])[CH3:47] |f:1.2|. Procedure: A mixture of (S)-ethyl 2-(7-(4-(allyloxy)-4-methylpiperidin-1-yl)-2-(((2-(but-3-en-1-yl)-4-fluorobenzyl)(cyclopropyl)amino)methyl)-5-methylpyrazolo[1,5-a]pyrimidin-6-yl)-2-(tert-butoxy)acetate (45 mg, 0.067 mmol) and Grubb's II catalyst (5.65 mg, 6.66 μmol) in DCM (45 mL) was refluxed for 2 h. It was then concentrated and the residue was dissolved in MeOH (2 mL). NaBH4 (2.52 mg, 0.067 mmol) was added and the reaction mixture was stirred at rt for 1 h. It was then diluted with water, extracted wi... Starting materials: B(Br)(Br)Br (BBr3), COC=1C=C2C(=C(N(C2=CC1)CC1=CC=CC=C1)C)CC(=O)O (5-methoxy-2-methyl-1-(phenylmethyl)-1H-indole-3-acetic acid), COC(CC1=C(N(C2=CC=C(C=C12)O)CC1=CC=CC=C1)C)=O (5-Hydroxy-2-methyl-1-(phenylmethyl)-1H-indole-3-acetic acid methyl ester), Cl (HCl). The solvent is C(Cl)Cl (CH2Cl2), CCO (EtOH). Run at time 17 hour. Yields the product OC=1C=C2C(=C(N(C2=CC1)CC1=CC=CC=C1)C)CC(=O)O (5-hydroxy-2-methyl-1-(phenylmethyl)-1H-indole-3-acetic acid). Isolated yield 100.0%. Reaction SMILES: C[O:2][C:3](=[O:23])[CH2:4][C:5]1[C:13]2[C:8](=[CH:9][CH:10]=[C:11]([OH:14])[CH:12]=2)[N:7]([CH2:15][C:16]2[CH:21]=[CH:20][CH:19]=[CH:18][CH:17]=2)[C:6]=1[CH3:22].B(Br)(Br)Br.COC1C=C2C(=CC=1)N(CC1C=CC=CC=1)C(C)=C2CC(O)=O.Cl>C(Cl)Cl.CCO>[OH:14][C:11]1[CH:12]=[C:13]2[C:8](=[CH:9][CH:10]=1)[N:7]([CH2:15][C:16]1[CH:21]=[CH:20][CH:19]=[CH:18][CH:17]=1)[C:6]([CH3:22])=[C:5]2[CH2:4][C:3]([OH:23])=[O:2]. Procedure: 5-Hydroxy-2-methyl-1-(phenylmethyl)-1H-indole-3-acetic acid methyl ester. Three mL (30 mmol) of BBr3 was added to 3.1 g (10 mmol) of 5-methoxy-2-methyl-1-(phenylmethyl)-1H-indole-3-acetic acid in 250 mL of CH2Cl2 and the mixture stirred for 17 hours. After stirring with 1N HCl, some EtOH was added, the organic layer separated, washed with a saturated NaCl solution, dried and concentrated at reduced pressure to give 2.95 g (100% yield) of crude 5-hydroxy-2-methyl-1-(phenylmethyl)-1H-indole-3-acet...